From a dataset of the Open Reaction Database (ORD), a public repository of structured organic reaction records. describe an organic reaction: reactants, conditions, products, and yield Starting materials: COC(CC1(OCC(C2=C1NC1=C(C=CC=C21)CC)N)CC)=O (4-Amino-1,8-diethyl-1,3,4,9-tetrahydropyrano[3,4-b]indole-1-acetic Acid Methyl Ester), O (water), C=O (paraformaldehyde). The solvent is C1CCOC1 (THF). The product is COC(CC1(OCC(C2=C1NC1=C(C=CC=C21)CC)O)CC)=O (1,8-Diethyl-4-hydroxy-1,3,4,9-tetrahydropyrano[3,4-b]indole-1-acetic Acid Methyl Ester). The yield is 80.5%. As a reaction SMILES: [CH3:1][O:2][C:3](=[O:23])[CH2:4][C:5]1([CH2:21][CH3:22])[C:10]2[NH:11][C:12]3[C:17]([C:9]=2[CH:8](N)[CH2:7][O:6]1)=[CH:16][CH:15]=[CH:14][C:13]=3[CH2:18][CH3:19].[OH2:24].C=O>C1COCC1>[CH3:1][O:2][C:3](=[O:23])[CH2:4][C:5]1([CH2:21][CH3:22])[C:10]2[NH:11][C:12]3[C:17]([C:9]=2[CH:8]([OH:24])[CH2:7][O:6]1)=[CH:16][CH:15]=[CH:14][C:13]=3[CH2:18][CH3:19]. Reported procedure: To a solution of 4-amino-1,8-diethyl-1,3,4,9-tetrahydropyrano[3,4-b]indole-1-acetic acid methyl ester (prepared in Example 1) (1.5 g, 0.0047 mol) in THF (5 mL) was added water (5 mL) and paraformaldehyde (0.5 g). The mixture was heated at reflux for 1 hour, then concentrated in vacuo and the residue extracted with ether. The ether extracts were washed with saturated NaHCO3 solution, brine, and dried and concentrated in vacuo. Elution from a silica gel column with a 7:3 hexane:ethyl acetate mixtu... Starting materials: CO, Cl, COC(=O)C1=Cc2cc(OC)ccc2-c2c(C3CCCCC3)c3ccc(C(=O)NS(N)(=O)=O)cc3n2C1, [Na+], [OH-], O. The product is COc1ccc2c(c1)C=C(C(=O)O)Cn1c-2c(C2CCCCC2)c2ccc(C(=O)NS(N)(=O)=O)cc21. Reaction SMILES: [CH3:41][OH:42].[ClH:40].[NH2:1][S:2](=[O:3])(=[O:4])[NH:5][C:6](=[O:7])[c:8]1[cH:9][cH:10][c:11]2[c:12]([CH:32]3[CH2:33][CH2:34][CH2:35][CH2:36][CH2:37]3)[c:13]3[n:14]([c:30]2[cH:31]1)[CH2:15][C:16]([C:26](=[O:27])[O:28][CH3:29])=[CH:17][c:18]1[c:19]-3[cH:20][cH:21][c:22]([O:24][CH3:25])[cH:23]1.[Na+:39].[OH-:38].[OH2:43]>>[NH2:1][S:2](=[O:3])(=[O:4])[NH:5][C:6](=[O:7])[c:8]1[cH:9][cH:10][c:11]2[c:12]([CH:32]3[CH2:33][CH2:34][CH2:35][CH2:36][CH2:37]3)[c:13]3[n:14]([c:30]2[cH:31]1)[CH2:15][C:16]([C:26](=[O:27])[OH:28])=[CH:17][c:18]1[c:19]-3[cH:20][cH:21][c:22]([O:24][CH3:25])[cH:23]1.